This data is from the Open Reaction Database (ORD), a public repository of structured organic reaction records. The task is: describe an organic reaction: reactants, conditions, products, and yield The reactants are Cl.Cl.COC1=CC=C(C=N1)C=1C=C2C(CC3(CCNCC3)OC2=CC1)=O (6-[6-(Methyloxy)pyridin-3-yl]spiro[chroman-2,4′-piperidin]-4-one dihydrochloride), C=1C=CC2=C(C1)N=NN2O (HOBT), Cl (hydrochloric acid), C1(CC1)N1C=CC2=C(C=C(C=C12)C(=O)O)C1=NN=NN1 (1-cyclopropyl-4-(tetrazol-5-yl)-1H-indole-6-carboxylic acid), CCN=C=NCCCN(C)C (EDCI). Solvent: C(C)N(CC)CC (triethylamine), O (water), CN(C)C=O (DMF). Reaction conditions: temperature 50 celsius, time 16 hour. The product is C1(CC1)N1C=CC2=C(C=C(C=C12)C(=O)N1CCC2(CC1)OC1=CC=C(C=C1C(C2)=O)C=2C=NC(=CC2)OC)C2=NN=NN2 (1′-{[1-Cyclopropyl-4-(tetrazol-5-yl)-1H-indol-6-yl]carbonyl}-6-[6-(methyloxy)pyridin-3-yl]spiro[chroman-2,4′-piperidin]-4-one). As a reaction SMILES: Cl.Cl.[CH3:3][O:4][C:5]1[N:10]=[CH:9][C:8]([C:11]2[CH:12]=[C:13]3[C:23](=[CH:24][CH:25]=2)[O:22][C:16]2([CH2:21][CH2:20][NH:19][CH2:18][CH2:17]2)[CH2:15][C:14]3=[O:26])=[CH:7][CH:6]=1.[CH:27]1([N:30]2[C:38]3[C:33](=[C:34]([C:42]4[NH:46][N:45]=[N:44][N:43]=4)[CH:35]=[C:36]([C:39](O)=[O:40])[CH:37]=3)[CH:32]=[CH:31]2)[CH2:29][CH2:28]1.CCN=C=NCCCN(C)C.C1C=CC2N(O)N=NC=2C=1.Cl>CN(C=O)C.O.C(N(CC)CC)C>[CH:27]1([N:30]2[C:38]3[C:33](=[C:34]([C:42]4[NH:46][N:45]=[N:44][N:43]=4)[CH:35]=[C:36]([C:39]([N:19]4[CH2:18][CH2:17][C:16]5([CH2:15][C:14](=[O:26])[C:13]6[C:23](=[CH:24][CH:25]=[C:11]([C:8]7[CH:9]=[N:10][C:5]([O:4][CH3:3])=[CH:6][CH:7]=7)[CH:12]=6)[O:22]5)[CH2:21][CH2:20]4)=[O:40])[CH:37]=3)[CH:32]=[CH:31]2)[CH2:28][CH2:29]1 |f:0.1.2|. Procedure: 6-[6-(Methyloxy)pyridin-3-yl]spiro[chroman-2,4′-piperidin]-4-one dihydrochloride (238 mg), 1-cyclopropyl-4-(tetrazol-5-yl)-1H-indole-6-carboxylic acid (135 mg), EDCI (115 mg), HOBT (91.2 mg) and triethylamine (0.209 ml) were suspended in DMF (3 ml), and stirred at 50° C. for 16 hours. 1N hydrochloric acid and water were added to the reaction liquid, the formed solid was taken out through filtration, and the resulting solid was recrystallized from methanol to obtain the title compound. 1H-NMR (40...